This data is from the Open Reaction Database (ORD), a public repository of structured organic reaction records. The task is: describe an organic reaction: reactants, conditions, products, and yield The reactants are [Li]CCCC, C1CCOC1, CI, O=C(O)Cc1cccc2ccccc12. The product is CC(C(=O)O)c1cccc2ccccc12. RXN SMILES: [CH2:15]([Li:16])[CH2:17][CH2:18][CH3:19].[CH2:22]1[O:23][CH2:24][CH2:25][CH2:26]1.[I:20][CH3:21].[OH:1][C:2](=[O:3])[CH2:4][c:5]1[cH:6][cH:7][cH:8][c:9]2[cH:10][cH:11][cH:12][cH:13][c:14]12>>[OH:1][C:2](=[O:3])[CH:4]([c:5]1[cH:6][cH:7][cH:8][c:9]2[cH:10][cH:11][cH:12][cH:13][c:14]12)[CH3:15]. The reactants are CC1=NC(=C(C(=N1)O)C)Cl (2,5-dimethyl-4-hydroxy-6-chloropyrimidine), NCCC=1N(C=CC1)C (2-(2-aminoethyl)-1-methylpyrrole). Run in COCCOC (DME). Conditions: temperature 90 celsius. The product is CC=1NC(=C(C(N1)=O)C)NCCC=1N(C=CC1)C (1,4-Dihydro-2,5-dimethyl-6-[[2-(1-methyl-1H-pyrrol-2-yl)ethyl]amino]-4-pyrimidone). The yield is 82.9%. As a reaction SMILES: [CH3:1][C:2]1[N:7]=[C:6]([OH:8])[C:5]([CH3:9])=[C:4](Cl)[N:3]=1.[NH2:11][CH2:12][CH2:13][C:14]1[N:15]([CH3:19])[CH:16]=[CH:17][CH:18]=1>COCCOC>[CH3:1][C:2]1[NH:3][C:4]([NH:11][CH2:12][CH2:13][C:14]2[N:15]([CH3:19])[CH:16]=[CH:17][CH:18]=2)=[C:5]([CH3:9])[C:6](=[O:8])[N:7]=1. Procedure details: A stirred suspension of 2.00 g (12.9 mmol) of 2,5-dimethyl-4-hydroxy-6-chloropyrimidine and 6.5 mL (52 mmol, 4 equiv.) of 2-(2-aminoethyl)-1-methylpyrrole in 10 mL of DME was heated at 90° C. for 18 hours under a dry atmosphere. The reaction mixture was cooled to 23° C. and filtered. The isolated solids were rinsed with Et2O, H2O, and MeOH and then recrystallized from MeOH to afford 2.63 g 83% (10.7 mmol) of pure product, m.p. 246°-247° C. as a white powder. Reactants: OC1=NN2C(C=N1)=CC=C2C2=C(C=CC=C2)N(S(=O)(=O)C)C (N-[2-(2-hydroxy-pyrrolo[2,1-f][1,2,4]triazin-7-yl)-phenyl]-N-methyl-methanesulfonamide), N1=CC(=CC=C1)C1=CC=C(C=C1)N (4-pyridin-3-yl-phenylamine). Product: CN(S(=O)(=O)C)C1=C(C=CC=C1)C1=CC=C2C=NC(=NN21)NC2=CC=C(C=C2)C=2C=NC=CC2 (N-Methyl-N-{2-[2-(4-pyridin-3-yl-phenylamino)-pyrrolo[2,1-f][1,2,4]triazin-7-yl]-phenyl}-methanesulfonamide), foam. Yield: 50.0%. RXN SMILES: O[C:2]1[N:7]=[CH:6][C:5]2=[CH:8][CH:9]=[C:10]([C:11]3[CH:16]=[CH:15][CH:14]=[CH:13][C:12]=3[N:17]([CH3:22])[S:18]([CH3:21])(=[O:20])=[O:19])[N:4]2[N:3]=1.[N:23]1[CH:28]=[CH:27][CH:26]=[C:25]([C:29]2[CH:34]=[CH:33][C:32]([NH2:35])=[CH:31][CH:30]=2)[CH:24]=1>>[CH3:22][N:17]([C:12]1[CH:13]=[CH:14][CH:15]=[CH:16][C:11]=1[C:10]1[N:4]2[C:5]([CH:6]=[N:7][C:2]([NH:35][C:32]3[CH:31]=[CH:30][C:29]([C:25]4[CH:24]=[N:23][CH:28]=[CH:27][CH:26]=4)=[CH:34][CH:33]=3)=[N:3]2)=[CH:8][CH:9]=1)[S:18]([CH3:21])(=[O:20])=[O:19]. Procedure: N-Methyl-N-{2-[2-(4-pyridin-3-yl-phenylamino)-pyrrolo[2,1-f][1,2,4]triazin-7-yl]-phenyl}-methanesulfonamide was prepared from N-[2-(2-hydroxy-pyrrolo[2,1-f][1,2,4]triazin-7-yl)-phenyl]-N-methyl-methanesulfonamide and 4-pyridin-3-yl-phenylamine in an analogous manner to Example 1052a. Product isolated as a yellow foam (71 mg, 50%). LCMS (m/e) 471 (M+H); 1H-NMR (CDCl3, 400 MHz) δ 8.82 (s, 1H), 8.75 (s, 1H), 8.55 (d, 1H, J=4.6 Hz), 8.00-7.91 (m, 1H), 7.83 (d, 1H, J=8.1 Hz), 7.60 (d, 2H, J=7.9 Hz), ...